The task is: describe an organic reaction: reactants, conditions, products, and yield. This data is from the Open Reaction Database (ORD), a public repository of structured organic reaction records. Reactants: C(#N)C1=C(N=C(N1)C1=C(C=C(C=C1Cl)C(F)(F)F)Cl)C(=O)O (5-cyano-2-(2,6-dichloro-4-trifluoromethylphenyl)imidazole-4-carboxylic acid), O (water). Run in C(COCCO)O (diethyleneglycol). Run at temperature 170 celsius. Yields the product C(#N)C1=CN=C(N1)C1=C(C=C(C=C1Cl)C(F)(F)F)Cl (5-cyano-2-(2,6-dichloro-4-trifluoromethylphenyl)imidazole). Isolated yield 35.1%. RXN SMILES: [C:1]([C:3]1[NH:7][C:6]([C:8]2[C:13]([Cl:14])=[CH:12][C:11]([C:15]([F:18])([F:17])[F:16])=[CH:10][C:9]=2[Cl:19])=[N:5][C:4]=1C(O)=O)#[N:2].O>C(O)COCCO>[C:1]([C:3]1[NH:7][C:6]([C:8]2[C:13]([Cl:14])=[CH:12][C:11]([C:15]([F:16])([F:18])[F:17])=[CH:10][C:9]=2[Cl:19])=[N:5][CH:4]=1)#[N:2]. Reported procedure: A solution of 5-cyano-2-(2,6-dichloro-4-trifluoromethylphenyl)imidazole-4-carboxylic acid (7.09 g, 0.02 mol) in diethyleneglycol (70 ml) was stirred and heated at 170° C. in an atmosphere of nitrogen for 36 hours. The reaction mixture was cooled to room temperature and water (150 ml) was added. The reaction mixture was extracted with ethyl acetate (2×100 ml), washed with water (50 ml), dried over anhydrous sodium sulphate and evaporated to dryness. The solid residue was purified by chromatograph... Reactants: C(=O)(OC(C)(C)C)N1[C@@H](CC1)COC=1C=NC=C(C1)Br (3-(1-BOC-2-(S)-azetidinylmethoxy)-5-bromopyridine), tetrekis(triphenylphosphine)palladium, C(CCC)[Sn](C1=NC=CC=N1)(CCCC)CCCC (tributyl(pyrimidinyl)tin). The solvent is C1(=CC=CC=C1)C (toluene). Yields the product C(=O)(OC(C)(C)C)N1[C@@H](CC1)COC=1C=NC=C(C1)C=1C=NC=NC1 (3-(1-BOC-2-(S)-azetidinylmethoxy)-5-(5-pyrimidinyl)pyridine). Isolated yield 77.8%. As a reaction SMILES: [C:1]([N:8]1[CH2:11][CH2:10][C@H:9]1[CH2:12][O:13][C:14]1[CH:15]=[N:16][CH:17]=[C:18](Br)[CH:19]=1)([O:3][C:4]([CH3:7])([CH3:6])[CH3:5])=[O:2].C([Sn](CCCC)(CCCC)[C:26]1[N:31]=[CH:30][CH:29]=[CH:28][N:27]=1)CCC>C1(C)C=CC=CC=1>[C:1]([N:8]1[CH2:11][CH2:10][C@H:9]1[CH2:12][O:13][C:14]1[CH:15]=[N:16][CH:17]=[C:18]([C:29]2[CH:28]=[N:27][CH:26]=[N:31][CH:30]=2)[CH:19]=1)([O:3][C:4]([CH3:7])([CH3:6])[CH3:5])=[O:2]. Procedure: To the solution of 3-(1-BOC-2-(S)-azetidinylmethoxy)-5-bromopyridine (580 mg, 1.69 mmol) in toluene (10 mL) was added tetrekis(triphenylphosphine)palladium (58 mg, 1%) and tributyl(pyrimidinyl)tin (0.75 g, 2.03 mmol). The mixture was stirred and heated under reflux for 16 h. Solvent was evaporated and the residue was chromatographed (silica gel; hexane/EtOAc, 10:1 to 2:3) to afford an oil (450 mg, 78%): 1H NMR (CDCl3, 300 MHz) δ 1.40 (s, 9H), 2.30-2.44 (m, 2H), 3.88-3.96 (m, 2H), 4.22 (m, 1H), 4... Starting materials: CCOC(=O)C.C(Cl)Cl (EtOAc DCM), ClC(=O)OCC1=CC=CC=C1 (Benzyl chloroformate), CCN(C(C)C)C(C)C (DIPEA), Cl.COC(=O)[C@@H]1CSCCCCOC=2C=CC(C[C@@H](C(N[C@H](C(N1)=O)C(C)C)=O)N)=CC2 ((9R,12S,15S)-15-Amino-12-isopropyl-11,14-dioxo-2-oxa-7-thia-10,13-diaza-bicyclo-[15.2.2]-henicosa-1(20),17(21),18-triene-9-carboxylic acid methyl ester hydrochloride). Solvent: CN(C)C=O (DMF). Run at time 18 hour. Yields the product COC(=O)[C@@H]1CSCCCCOC=2C=CC(C[C@@H](C(N[C@H](C(N1)=O)C(C)C)=O)NC(=O)OCC1=CC=CC=C1)=CC2 ((9R,12S,15S)-15-Benzyloxycarbonylamino-12-isopropyl-11,14-dioxo-2-oxa-7-thia-10,13-diaza-bicyclo[15.2.2]henicosa-1(20),17(21),18-triene-9-carboxylic acid methyl ester). Reaction SMILES: Cl.[CH3:2][O:3][C:4]([C@H:6]1[NH:24][C:23](=[O:25])[C@H:22]([CH:26]([CH3:28])[CH3:27])[NH:21][C:20](=[O:29])[C@@H:19]([NH2:30])[CH2:18][C:17]2=[CH:31][CH:32]=[C:14]([CH:15]=[CH:16]2)[O:13][CH2:12][CH2:11][CH2:10][CH2:9][S:8][CH2:7]1)=[O:5].Cl[C:34]([O:36][CH2:37][C:38]1[CH:43]=[CH:42][CH:41]=[CH:40][CH:39]=1)=[O:35].CCN(C(C)C)C(C)C.CCOC(C)=O.C(Cl)Cl>CN(C=O)C>[CH3:2][O:3][C:4]([C@H:6]1[NH:24][C:23](=[O:25])[C@H:22]([CH:26]([CH3:28])[CH3:27])[NH:21][C:20](=[O:29])[C@@H:19]([NH:30][C:34]([O:36][CH2:37][C:38]2[CH:43]=[CH:42][CH:41]=[CH:40][CH:39]=2)=[O:35])[CH2:18][C:17]2=[CH:31][CH:32]=[C:14]([CH:15]=[CH:16]2)[O:13][CH2:12][CH2:11][CH2:10][CH2:9][S:8][CH2:7]1)=[O:5] |f:0.1,4.5|. Procedure details: Amine 34 (0.200 g, 0.410 mmol) was dissolved in anhydrous DMF (10 mL). Benzyl chloroformate (0.0877 mL, 0.615 mmol) and DIPEA (0.286 mL, 1.64 mmol) were added. The resultant reaction mixture was stirred at rt for 18 h before being partitioned between EtOAc and 1M hydrochloric acid. The aqueous phase was extracted twice more with EtOAc and the combined organic extracts were dried (MgSO4), filtered and concentrated in vacuo. The crude material was purified by flash chromatography on silica using a... The reactants are CN(CCCC1(C2=C(C=CC3=C1C=C(C=C3)S(=O)(=O)C)C=CC=C2)O)C (5-(3-Dimethylaminopropyl)-5-hydroxy-3-methylsulfonyl-5H-dibenzo[a,d]cycloheptene), ice water, [OH-].[Na+] (sodium hydroxide), FC(C(=O)O)(F)F (trifluoroacetic acid), FC(C(=O)OC(C(F)(F)F)=O)(F)F (Trifluoroacetic anhydride). Run at temperature 70 celsius. Product: CN(CCC=C1C2=C(C=CC3=C1C=C(C=C3)S(=O)(=O)C)C=CC=C2)C (5-(3-dimethylaminopropylidene)-3-methylsulfonyl-5H-dibenzo[a,d]cycloheptene). RXN SMILES: [CH3:1][N:2]([CH3:26])[CH2:3][CH2:4][CH2:5][C:6]1(O)[C:12]2[CH:13]=[C:14]([S:17]([CH3:20])(=[O:19])=[O:18])[CH:15]=[CH:16][C:11]=2[CH:10]=[CH:9][C:8]2[CH:21]=[CH:22][CH:23]=[CH:24][C:7]1=2.FC(F)(F)C(O)=O.FC(F)(F)C(OC(=O)C(F)(F)F)=O.[OH-].[Na+]>>[CH3:26][N:2]([CH3:1])[CH2:3][CH2:4][CH:5]=[C:6]1[C:12]2[CH:13]=[C:14]([S:17]([CH3:20])(=[O:18])=[O:19])[CH:15]=[CH:16][C:11]=2[CH:10]=[CH:9][C:8]2[CH:21]=[CH:22][CH:23]=[CH:24][C:7]1=2 |f:3.4|. Procedure: 5-(3-Dimethylaminopropyl)-5-hydroxy-3-methylsulfonyl-5H-dibenzo[a,d]cycloheptene (13.62 g., 0.037 mole) is dissolved in 136 ml. of trifluoroacetic acid. Trifluoroacetic anhydride, 68 ml., is added and the solution heated under reflux for 1 hour in a water-bath at 70°C. The dark green solution is cooled and poured into 250 ml. of ice-water. The mixture is rendered alkaline with 10 N. sodium hydroxide solution while stirring and cooling and extracted with benzene. The benzene extract is washed wit... The reactants are C[Si](C)(C)CCOC(N)=O, CCCC[N+](CCCC)(CCCC)CCCC, [F-], C[Si](C)(C)CCOCOc1ccccc1COc1cc(COC2CN(C(=O)OCC[Si](C)(C)C)CCC2c2ccc(F)cc2)cc2ccccc12, C1CCOC1. Yields the product C[Si](C)(C)CCOCOc1ccccc1COc1cc(COC2CNCCC2c2ccc(F)cc2)cc2ccccc12. Reaction SMILES: [C:52](=[O:53])([O:54][CH2:55][CH2:56][Si:57]([CH3:58])([CH3:59])[CH3:60])[NH2:61].[CH3:63][CH2:64][CH2:65][CH2:66][N+:67]([CH2:68][CH2:69][CH2:70][CH3:71])([CH2:72][CH2:73][CH2:74][CH3:75])[CH2:76][CH2:77][CH2:78][CH3:79].[F-:62].[F:1][c:2]1[cH:3][cH:4][c:5]([CH:8]2[CH:9]([O:23][CH2:24][c:25]3[cH:26][c:27]4[cH:28][cH:29][cH:30][cH:31][c:32]4[c:33]([O:35][CH2:36][c:37]4[c:38]([O:43][CH2:44][O:45][CH2:46][CH2:47][Si:48]([CH3:49])([CH3:50])[CH3:51])[cH:39][cH:40][cH:41][cH:42]4)[cH:34]3)[CH2:10][N:11]([C:14]([O:15][CH2:16][CH2:17][Si:18]([CH3:19])([CH3:20])[CH3:21])=[O:22])[CH2:12][CH2:13]2)[cH:6][cH:7]1.[O:80]1[CH2:81][CH2:82][CH2:83][CH2:84]1>>[F:1][c:2]1[cH:3][cH:4][c:5]([CH:8]2[CH:9]([O:23][CH2:24][c:25]3[cH:26][c:27]4[cH:28][cH:29][cH:30][cH:31][c:32]4[c:33]([O:35][CH2:36][c:37]4[c:38]([O:43][CH2:44][O:45][CH2:46][CH2:47][Si:48]([CH3:49])([CH3:50])[CH3:51])[cH:39][cH:40][cH:41][cH:42]4)[cH:34]3)[CH2:10][NH:11][CH2:12][CH2:13]2)[cH:6][cH:7]1. Reactants: COC(C(=CC=1C=C2C(=CNC2=C(C1)C)C#N)NC(=O)OCC1=CC=CC=C1)=O (2-Benzyloxycarbonylamino-3-(3-cyano-7-methyl-1H-indol-5-yl)-acrylic acid methyl ester). Reagents/catalysts: [Pd] (palladium on charcoal). Solvent: CO (methanol). Conditions: time 8 hour. Yields the product COC(C(CC=1C=C2C(=CNC2=C(C1)C)C#N)N)=O ((±)-2-Amino-3-(3-cyano-7-methyl-1H-indol-5-yl)-propionic acid methyl ester). Yield: 89.7%. Reaction SMILES: [CH3:1][O:2][C:3](=[O:29])[C:4]([NH:18]C(OCC1C=CC=CC=1)=O)=[CH:5][C:6]1[CH:7]=[C:8]2[C:12](=[C:13]([CH3:15])[CH:14]=1)[NH:11][CH:10]=[C:9]2[C:16]#[N:17]>CO.[Pd]>[CH3:1][O:2][C:3](=[O:29])[CH:4]([NH2:18])[CH2:5][C:6]1[CH:7]=[C:8]2[C:12](=[C:13]([CH3:15])[CH:14]=1)[NH:11][CH:10]=[C:9]2[C:16]#[N:17]. Procedure: 2-Benzyloxycarbonylamino-3-(3-cyano-7-methyl-1H-indol-5-yl)-acrylic acid methyl ester (0.1 g, 0.26 mmol) in methanol (2.5 mL) was flushed with nitrogen, and treated with palladium on charcoal (10%, 10 mg). The flask was flushed with hydrogen and allowed to stir under an atmosphere of hydrogen overnight. The reaction was flushed with nitrogen, filtered through celite, and concentrated. Column chromatography gave 60 mg (90%) of the desired material. LC/MS: tR=0.93 min, 258.22 (MH)+. The reactants are CC(CN1C=NC=2C(=NC=3C=CC=CC3C21)N)(C)OCCS(=O)(=O)C (1-{2-methyl-2-[2-(methylsulfonyl)ethoxy]propyl}-1H-imidazo[4,5-c]quinolin-4-amine), [H][H] (hydrogen), [OH-].[Na+] (sodium hydroxide). Reagents/catalysts: [Pt](=O)=O (platinum(IV) oxide). Run in FC(C(=O)O)(F)F (trifluoroacetic acid), O (water). The product is CC(CN1C=NC=2C(=NC=3CCCCC3C21)N)(C)OCCS(=O)(=O)C (1-{2-methyl-2-[2-(methylsulfonyl)ethoxy]propyl}-6,7,8,9-tetrahydro-1H-imidazo[4,5-c]quinolin-4-amine). Isolated yield 108.8%. As a reaction SMILES: [CH3:1][C:2]([O:19][CH2:20][CH2:21][S:22]([CH3:25])(=[O:24])=[O:23])([CH3:18])[CH2:3][N:4]1[C:16]2[C:15]3[CH:14]=[CH:13][CH:12]=[CH:11][C:10]=3[N:9]=[C:8]([NH2:17])[C:7]=2[N:6]=[CH:5]1.[H][H].[OH-].[Na+]>FC(F)(F)C(O)=O.O.[Pt](=O)=O>[CH3:18][C:2]([O:19][CH2:20][CH2:21][S:22]([CH3:25])(=[O:24])=[O:23])([CH3:1])[CH2:3][N:4]1[C:16]2[C:15]3[CH2:14][CH2:13][CH2:12][CH2:11][C:10]=3[N:9]=[C:8]([NH2:17])[C:7]=2[N:6]=[CH:5]1 |f:2.3|. Procedure details: A mixture of 1-{2-methyl-2-[2-(methylsulfonyl)ethoxy]propyl}-1H-imidazo[4,5-c]quinolin-4-amine (prepared as described in Example 29, 1.00 g, 2.76 mmol) and platinum(IV) oxide (0.5 g) in trifluoroacetic acid (14 mL) was hydrogenated on a Parr apparatus at 50 psi (3.5×105 Pa) hydrogen pressure for 20 hours. The mixture was filtered through CELITE filter agent, which was washed afterwards with dichloromethane. The filtrate was concentrated under reduced pressure to afford an oil that was suspended ... Starting materials: O=C(NC1CCNCC1)c1ccccc1, O=C([O-])[O-], CC(C)O, [K+], [K+], OC(CCl)COc1cccc2ccccc12. The product is O=C(NC1CCN(CC(O)COc2cccc3ccccc23)CC1)c1ccccc1. RXN SMILES: [C:17]([c:18]1[cH:19][cH:20][cH:21][cH:22][cH:23]1)(=[O:24])[NH:25][CH:26]1[CH2:27][CH2:28][NH:29][CH2:30][CH2:31]1.[C:32](=[O:33])([O-:34])[O-:35].[CH:38]([OH:39])([CH3:40])[CH3:41].[K+:36].[K+:37].[c:1]1([O:11][CH2:12][CH:13]([CH2:14][Cl:15])[OH:16])[cH:2][cH:3][cH:4][c:5]2[cH:6][cH:7][cH:8][cH:9][c:10]12>>[c:1]1([O:11][CH2:12][CH:13]([CH2:14][N:29]2[CH2:28][CH2:27][CH:26]([NH:25][C:17]([c:18]3[cH:19][cH:20][cH:21][cH:22][cH:23]3)=[O:24])[CH2:31][CH2:30]2)[OH:16])[cH:2][cH:3][cH:4][c:5]2[cH:6][cH:7][cH:8][cH:9][c:10]12. Reactants: C1=CC2=C(C=C1C=O)OCO2 (piperonal), C1(CCCCCCC1)N (cyclooctylamine), C1(=CC=C(C=C1)S(=O)(=O)O)C (p-toluene-sulfonic acid). Reagents/catalysts: [Ni] (Raney nickel). Solvent: CO (methanol). The product is C1(CCCCCCC1)NCC1=CC2=C(C=C1)OCO2 (N-cyclooctyl-3,4-methylenedioxy-benzylamine). As a reaction SMILES: [CH:1]1[C:6]([CH:7]=O)=[CH:5][C:4]2[O:9][CH2:10][O:11][C:3]=2[CH:2]=1.[CH:12]1([NH2:20])[CH2:19][CH2:18][CH2:17][CH2:16][CH2:15][CH2:14][CH2:13]1.C1(C)C=CC(S(O)(=O)=O)=CC=1>CO.[Ni]>[CH:12]1([NH:20][CH2:7][C:6]2[CH:1]=[CH:2][C:3]3[O:11][CH2:10][O:9][C:4]=3[CH:5]=2)[CH2:19][CH2:18][CH2:17][CH2:16][CH2:15][CH2:14][CH2:13]1. Procedure: 16.5 g of piperonal, 12,7a g of cyclooctylamine and a catalytical amount of p-toluene-sulfonic acid were hydrogenated for 6 hours in 500 ml of methanol over Raney nickel at 100° C/100 atmospheres gauge pressure. After removal of the catalyst, evaporation of the solution and treatment of the residue with methanolic HCl, there were obtained 23 g of N-cyclooctyl-3,4-methylenedioxy-benzylamine. Melting point 164°-165° C (from ethanol/ether).